This data is from the Open Reaction Database (ORD), a public repository of structured organic reaction records. The task is: describe an organic reaction: reactants, conditions, products, and yield Starting materials: FC1=C(C#N)C=CC(=C1)F (2,4-difluorobenzonitrile), C1(CC1)O (cyclopropanol), [H-].[Na+] (Sodium hydride). The solvent is C(C)(=O)OCC (ethyl acetate), O1CCOCC1 (dioxane), O1CCOCC1 (dioxane). Reaction conditions: time 18 hour. Yields the product C1(CC1)OC1=C(C#N)C=CC(=C1)F (2-cyclopropoxy-4-fluorobenzonitrile). RXN SMILES: [CH:1]1([OH:4])[CH2:3][CH2:2]1.[H-].[Na+].F[C:8]1[CH:15]=[C:14]([F:16])[CH:13]=[CH:12][C:9]=1[C:10]#[N:11]>O1CCOCC1.C(OCC)(=O)C>[CH:1]1([O:4][C:8]2[CH:15]=[C:14]([F:16])[CH:13]=[CH:12][C:9]=2[C:10]#[N:11])[CH2:3][CH2:2]1 |f:1.2|. Reported procedure: A solution cyclopropanol (1.9 g, 29 mmol) in 20 mL dioxane was added dropwise to a 0° C. solution of Sodium hydride (60% dispersion in mineral oil, 1.04 g, 26 mmol) in 80 mL dioxane. The reaction mixture was allowed to warm to room temperature, 2,4-difluorobenzonitrile (3.48 g, 25 mmol) was added portionwise, and reaction temperature raised to 95° C. The reaction solution was cooled to room temperature after stirring for 18 hours, diluted with ethyl acetate, washed twice with water and twice wit... The reactants are CC1=C(C=CC(=C1)N(CC)CC)C(=O)C1=C(C(=O)O)C=CC=C1 (2-(2-methyl-4-diethylaminophenyl)carbonylbenzoic acid), C(=C)OCCN1C(=CC2=CC=CC=C12)C (1-(2-vinyloxyethyl)-2-methylindole), C(C)(=O)OC(C)=O (acetic anhydride), [OH-].[NH4+] (ammonium hydroxide). The solvent is C1(=CC=CC=C1)C (toluene). Conditions: temperature 70 celsius. The product is C(=C)OCCN1C(=C(C2=CC=CC=C12)C1(OC(=O)C2=CC=CC=C12)C1=C(C=C(C=C1)N(CC)CC)C)C (3-[1-(2-vinyloxyethyl)-2-methylindol-3-yl]-3-(2-methyl-4-diethylaminophenyl)phthalide). Isolated yield 76.1%. As a reaction SMILES: [CH3:1][C:2]1[CH:7]=[C:6]([N:8]([CH2:11][CH3:12])[CH2:9][CH3:10])[CH:5]=[CH:4][C:3]=1[C:13]([C:15]1[CH:23]=[CH:22][CH:21]=[CH:20][C:16]=1[C:17]([OH:19])=O)=[O:14].[CH:24]([O:26][CH2:27][CH2:28][N:29]1[C:37]2[C:32](=[CH:33][CH:34]=[CH:35][CH:36]=2)[CH:31]=[C:30]1[CH3:38])=[CH2:25].C(OC(=O)C)(=O)C.[OH-].[NH4+]>C1(C)C=CC=CC=1>[CH:24]([O:26][CH2:27][CH2:28][N:29]1[C:37]2[C:32](=[CH:33][CH:34]=[CH:35][CH:36]=2)[C:31]([C:13]2([C:3]3[CH:4]=[CH:5][C:6]([N:8]([CH2:9][CH3:10])[CH2:11][CH3:12])=[CH:7][C:2]=3[CH3:1])[C:15]3[C:16](=[CH:20][CH:21]=[CH:22][CH:23]=3)[C:17](=[O:19])[O:14]2)=[C:30]1[CH3:38])=[CH2:25] |f:3.4|. Procedure: A mixture of 15.6 g of 2-(2-methyl-4-diethylaminophenyl)carbonylbenzoic acid, 12.5 g of 1-(2-vinyloxyethyl)-2-methylindole, and 50.0 ml of acetic anhydride was maintained at approximately 70° C. for approximately four hours. The resulting solution was cooled to ambient temperature and slowly poured into a mixture of toluene and 5 percent aqueous ammonium hydroxide. The toluene layer was separated, washed successively once each with water and saturated sodium chloride solution and evaporated to d...